This data is from the Open Reaction Database (ORD), a public repository of structured organic reaction records. The task is: describe an organic reaction: reactants, conditions, products, and yield Starting materials: CC(C)([O-])C.[K+] (potassium tert-butoxide), O (Water), Cl (hydrochloric acid), C(C)C1=CC=C(C=C1)C1=CC(=C(C=C1)C1=CC=C(S1)C=O)F (5-(4′-ethyl-3-fluorobiphenyl-4-yl)thiophene-2-carbaldehyde). Reagents/catalysts: [Br-].C(C)[P+](C1=CC=CC=C1)(C1=CC=CC=C1)C1=CC=CC=C1 (ethyltriphenylphosphonium bromide). Run in C1CCOC1 (THF), C1CCOC1 (THF). Run at time 20 hour. Yields the product C(C)C1=CC=C(C=C1)C1=CC(=C(C=C1)C=1SC(=CC1)C=CC)F (2-(4′-ethyl-3-fluorobiphenyl-4-yl)-5-propenylthiophene). As a reaction SMILES: [CH2:1]([C:3]1[CH:8]=[CH:7][C:6]([C:9]2[CH:14]=[CH:13][C:12]([C:15]3[S:19][C:18]([CH:20]=O)=[CH:17][CH:16]=3)=[C:11]([F:22])[CH:10]=2)=[CH:5][CH:4]=1)[CH3:2].[CH3:23][C:24](C)([O-])C.[K+].O.Cl>[Br-].C([P+](C1C=CC=CC=1)(C1C=CC=CC=1)C1C=CC=CC=1)C.C1COCC1>[CH2:1]([C:3]1[CH:8]=[CH:7][C:6]([C:9]2[CH:14]=[CH:13][C:12]([C:15]3[S:19][C:18]([CH:20]=[CH:23][CH3:24])=[CH:17][CH:16]=3)=[C:11]([F:22])[CH:10]=2)=[CH:5][CH:4]=1)[CH3:2] |f:1.2,5.6|. Procedure: 26.0 g (70.0 mmol) of ethyltriphenylphosphonium bromide are initially introduced in 400 ml of THF together with 20.0 g (62.6 mmol) of 5-(4′-ethyl-3-fluorobiphenyl-4-yl)thiophene-2-carbaldehyde, and a solution of 7.86 g (70.0 mmol) of potassium tert-butoxide in 100 ml of THF is added with ice-cooling. The mixture is stirred at room temperature for 20 h. Water and 2 N hydrochloric acid are added, and the batch is extracted with MTBE. The organic phase is washed with sat. sodium chloride solution a... Starting materials: TEA, NC=1C=CC(=C(C1)CN(C(=O)C(C1=CC(=C(C=C1)[C@H](CO)C)C)NC=1C=C2C=CN=C(C2=CC1)N(C(OC(C)(C)C)=O)C(=O)OC(C)(C)C)C)Br (tert-Butyl N-{6-[({[(5-amino-2-bromophenyl)methyl](methyl)carbamoyl}({4-[(2R)-1 hydroxypropan-2-yl]-3-methylphenyl})methyl)amino]isoquinolin-1-yl}-N-[(tert-butoxy)carbonyl]carbamate), C(=O)(Cl)Cl (phosgene). Run in ClCCl (dichloromethane), C(C)#N (acetonitrile), ClCCl (dichloromethane), CN1CCCN(C1=O)C (DMPU). Run at temperature 0 celsius, time 15 minute. The product is BrC1=C2CN(C([C@@H](C3=CC=C([C@H](COC(NC(C=C1)=C2)=O)C)C(=C3)C)NC=3C=C2C=CN=C(C2=CC3)N(C(OC(C)(C)C)=O)C(=O)OC(C)(C)C)=O)C (tert-Butyl N-(6-{[(2R,15R)-7-bromo-4,15,20-trimethyl-3,12-dioxo-13-oxa-4,11-diazatricyclo[14.2.2.16,10]henicosa-1(18),6,8,10 (21),16,19-hexaen-2-yl]amino}isoquinolin-1-yl)-N-[(tert-butoxy)carbonyl]carbamate). The yield is 16.5%. Reaction SMILES: [NH2:1][C:2]1[CH:3]=[CH:4][C:5]([Br:51])=[C:6]([CH2:8][N:9]([CH3:50])[C:10]([CH:12]([NH:24][C:25]2[CH:26]=[C:27]3[C:32](=[CH:33][CH:34]=2)[C:31]([N:35]([C:43]([O:45][C:46]([CH3:49])([CH3:48])[CH3:47])=[O:44])[C:36](=[O:42])[O:37][C:38]([CH3:41])([CH3:40])[CH3:39])=[N:30][CH:29]=[CH:28]3)[C:13]2[CH:18]=[CH:17][C:16]([C@@H:19]([CH3:22])[CH2:20][OH:21])=[C:15]([CH3:23])[CH:14]=2)=[O:11])[CH:7]=1.[C:52](Cl)(Cl)=[O:53]>C(#N)C.ClCCl.CN1C(=O)N(C)CCC1>[Br:51][C:5]1[CH:4]=[CH:3][C:2]2=[CH:7][C:6]=1[CH2:8][N:9]([CH3:50])[C:10](=[O:11])[C@H:12]([NH:24][C:25]1[CH:26]=[C:27]3[C:32](=[CH:33][CH:34]=1)[C:31]([N:35]([C:36]([O:37][C:38]([CH3:40])([CH3:41])[CH3:39])=[O:42])[C:43](=[O:44])[O:45][C:46]([CH3:49])([CH3:48])[CH3:47])=[N:30][CH:29]=[CH:28]3)[C:13]1[CH:14]=[C:15]([CH3:23])[C:16]([C@@H:19]([CH3:22])[CH2:20][O:21][C:52](=[O:53])[NH:1]2)=[CH:17][CH:18]=1. Procedure: A solution of 1A (1.173 g, 1.538 mmol) in acetonitrile (8 mL), dichloromethane (8 mL) and DMPU (0.6 mL) was cooled to 0° C. To this solution was added phosgene (20% in toluene, 0.837 mL, 1.692 mmol). The mixture was stirred at 0° C. for 15 min. and then bubbled with Ar for 10 min to remove excess phosgene. The resulting solution was added dropwise over 3 h (via a syringe pump) into a solution of TEA (2.144 mL, 15.38 mmol) in dichloromethane (400 mL) at 40° C. The yellow solution was stirred for ... Starting materials: 30, NC1=C(C=C(C=C1)C(C(C)C)=O)[N+](=O)[O-] (1-(4-amino-3-nitrophenyl)-2-methyl-1-propanone), ClCCl (dichloromethane), C(C)(=O)Cl (acetyl chloride), C([O-])([O-])=O.[Na+].[Na+] (sodium carbonate). The solvent is O (water). Conditions: time 15 minute. The product is 36, CC(C(=O)C1=CC(=C(C=C1)NC(C)=O)[N+](=O)[O-])C (N-[4-(2-methyl-1-oxopropyl)-2-nitrophenyl]acetamide). The yield is 100.0%. RXN SMILES: [NH2:1][C:2]1[CH:7]=[CH:6][C:5]([C:8](=[O:12])[CH:9]([CH3:11])[CH3:10])=[CH:4][C:3]=1[N+:13]([O-:15])=[O:14].ClCCl.[C:19](Cl)(=[O:21])[CH3:20].C(=O)([O-])[O-].[Na+].[Na+]>O>[CH3:10][CH:9]([CH3:11])[C:8]([C:5]1[CH:6]=[CH:7][C:2]([NH:1][C:19](=[O:21])[CH3:20])=[C:3]([N+:13]([O-:15])=[O:14])[CH:4]=1)=[O:12] |f:3.4.5|. Procedure details: To a stirred and cooled mixture (ice bath, 0° C.) of 30 parts of 1-(4-amino-3-nitrophenyl)-2-methyl-1-propanone and 390 parts of dichloromethane were added dropwise 33 parts of acetyl chloride. Upon complete addition, the reaction mixture was stirred for 12 hours at room temperature. The whole was poured into water and after the addition of sodium carbonate, stirring was continued for 15 minutes. The separated organic layer was dried, filtered and evaporated, yielding 36 parts (100%) of N-[4-(2-... Starting materials: CC(=O)Nc1ccc(Sc2nc(Nc3cc(C)n[nH]3)c3ccc([N+](=O)[O-])cc3n2)cc1, [Fe]. Product: CC(=O)Nc1ccc(Sc2nc(Nc3cc(C)n[nH]3)c3ccc(N)cc3n2)cc1. As a reaction SMILES: [C:1]([CH3:2])(=[O:3])[NH:4][c:5]1[cH:6][cH:7][c:8]([S:11][c:12]2[n:13][c:14]3[cH:15][c:16]([N+:29]([O-:30])=[O:31])[cH:17][cH:18][c:19]3[c:20]([NH:22][c:23]3[nH:24][n:25][c:26]([CH3:28])[cH:27]3)[n:21]2)[cH:9][cH:10]1.[Fe:32]>>[C:1]([CH3:2])(=[O:3])[NH:4][c:5]1[cH:6][cH:7][c:8]([S:11][c:12]2[n:13][c:14]3[cH:15][c:16]([NH2:29])[cH:17][cH:18][c:19]3[c:20]([NH:22][c:23]3[nH:24][n:25][c:26]([CH3:28])[cH:27]3)[n:21]2)[cH:9][cH:10]1. Isolated yield 97.4%. Procedure: A mixture of 3-chloro-6-(2-acetoxyphenyl)pyridazine (23.1 g), aqueous sodium hydroxide (2N, 56 ml) and ethanol (10 ml) was stirred at room temperature for 1 hour. The mixture was diluted with an equal volume of water, adjusted to pH 2 with concentrated hydrochloric acid and was filtered to give 3-chloro-6-(2-hydroxyphenyl)pyridazine (18.7 g) m.p. 187.5°-188.5°. A sample recrystallised from ethanol had m.p. 187.5°-188.5°. Run in O (water). Run at time 1 hour. RXN SMILES: [Cl:1][C:2]1[N:3]=[N:4][C:5]([C:8]2[CH:13]=[CH:12][CH:11]=[CH:10][C:9]=2[O:14]C(=O)C)=[CH:6][CH:7]=1.[OH-].[Na+].C(O)C.Cl>O>[Cl:1][C:2]1[N:3]=[N:4][C:5]([C:8]2[CH:13]=[CH:12][CH:11]=[CH:10][C:9]=2[OH:14])=[CH:6][CH:7]=1 |f:1.2|. Starting materials: ClC=1N=NC(=CC1)C1=C(C=CC=C1)OC(C)=O (3-chloro-6-(2-acetoxyphenyl)pyridazine), [OH-].[Na+] (sodium hydroxide), C(C)O (ethanol), Cl (hydrochloric acid). The product is ClC=1N=NC(=CC1)C1=C(C=CC=C1)O (3-chloro-6-(2-hydroxyphenyl)pyridazine). Starting materials: COC=1C=C(C=CC1OC)C1=C(C(=NN1)C)N (5-(3,4-Dimethoxyphenyl)-3-methyl-1H-pyrazol-4-ylamine), N1=C(C=CC=C1)C(=O)Cl (pyridine-2-carbonyl chloride), C18H18N4O3. The product is COC=1C=C(C=CC1OC)C1=C(C(=NN1)C)NC(=O)C1=NC=CC=C1 (N-[5-(3,4-Dimethoxyphenyl)-3-methyl-1H-pyrazol-4-yl]pyridine-2-carboxamide). RXN SMILES: [CH3:1][O:2][C:3]1[CH:4]=[C:5]([C:11]2[NH:15][N:14]=[C:13]([CH3:16])[C:12]=2[NH2:17])[CH:6]=[CH:7][C:8]=1[O:9][CH3:10].[N:18]1[CH:23]=[CH:22][CH:21]=[CH:20][C:19]=1[C:24](Cl)=[O:25]>>[CH3:1][O:2][C:3]1[CH:4]=[C:5]([C:11]2[NH:15][N:14]=[C:13]([CH3:16])[C:12]=2[NH:17][C:24]([C:19]2[CH:20]=[CH:21][CH:22]=[CH:23][N:18]=2)=[O:25])[CH:6]=[CH:7][C:8]=1[O:9][CH3:10]. Reported procedure: The preparation took place in analogy with Example 15a), starting with 200 mg of 5-(3,4-dimethoxyphenyl)-3-methyl-1H-pyrazol-4-ylamine (44) and 168 mg of pyridine-2-carbonyl chloride*HCl. The following was obtained: 55 C18H18N4O3 (338.37); MS (ESI) 339 (M+H) Reactants: C(C)(C)C1=C(N)C(=CC(=C1)Br)C(C)C (2,6-diisopropyl-4-bromoaniline), ice, OS(=O)(=O)O (H2SO4), [I-].[K+] (potassium iodide), N(=O)[O-].[Na+] (sodium nitrite). Solvent: CC#N (CH3CN), O (water), ice. Reaction conditions: temperature 5 celsius, time 1 hour. Yields the product IC1=C(C=C(C=C1C(C)C)Br)C(C)C (1-iodo-2,6-diisopropyl-4-bromobenzene). Yield: 90.8%. Reaction SMILES: OS(O)(=O)=O.[CH:6]([C:9]1[CH:15]=[C:14]([Br:16])[CH:13]=[C:12]([CH:17]([CH3:19])[CH3:18])[C:10]=1N)([CH3:8])[CH3:7].N([O-])=O.[Na+].[I-:24].[K+]>CC#N.O>[I:24][C:10]1[C:9]([CH:6]([CH3:8])[CH3:7])=[CH:15][C:14]([Br:16])=[CH:13][C:12]=1[CH:17]([CH3:19])[CH3:18] |f:2.3,4.5|. Procedure details: To a 2 L 3-neck flask, equipped with mechanical stirrer, thermometer, and additional funnel, added 300 g of ice and 300 mL of H2SO4. 2,6-diisopropyl-4-bromoaniline (46.0 g, 0.18 mol) in 200 mL of CH3CN was added dropwise to this mixture while the temperature was maintained under 5° C. Then sodium nitrite (22.5 g, 0.32 mol) in 180 mL of ice cold water was added dropwise while the temperature was maintained around 0° C. The resulting clear solution was slowly poured into the solution of potassium ...